Task: describe an organic reaction: reactants, conditions, products, and yield. Dataset: the Open Reaction Database (ORD), a public repository of structured organic reaction records Starting materials: FC1=C(C=C(C=C1)C(=O)N1CCC2(CC1)OC=1C=CC=CC1C=1N(N=CC12)C)C ((4-fluoro-3-methylphenyl)(1-methyl-1H-spiro[chromeno[4,3-c]pyrazole-4,4′-piperidine]-1′-yl)methanone), C(C)(C)S(=O)(=O)C1=CC(=C(C=C1)C(=O)N1CCC2(CC1)OC=1C=CC=CC1C=1N(N=CC12)C)OC ((4-(Isopropylsulfonyl)-2-methoxyphenyl)(1-methyl-1H-spiro[chromeno[4,3-c]pyrazole-4,4′-piperidine]-1′-yl)methanone). Yields the product CN1N=CC2=C1C=1C=CC=CC1OC21CCN(CC1)C(=O)C1=CC(=C(C=C1)S(=O)(=O)C)C ((1-Methyl-1H-spiro[chromeno[4,3-c]pyrazole-4,4′-piperidine]-1′-yl)(3-methyl-4-(methylsulfonyl)phenyl)methanone). RXN SMILES: [CH:1]([S:4]([C:7]1[CH:12]=[CH:11][C:10]([C:13]([N:15]2[CH2:20][CH2:19][C:18]3([C:32]4[CH:31]=[N:30][N:29]([CH3:33])[C:28]=4[C:27]4[CH:26]=[CH:25][CH:24]=[CH:23][C:22]=4[O:21]3)[CH2:17][CH2:16]2)=[O:14])=[C:9](OC)[CH:8]=1)(=[O:6])=[O:5])(C)C.F[C:37]1C=CC(C(N2CCC3(C4C=NN(C)C=4C4C=CC=CC=4O3)CC2)=O)=CC=1C>>[CH3:33][N:29]1[C:28]2[C:27]3[CH:26]=[CH:25][CH:24]=[CH:23][C:22]=3[O:21][C:18]3([CH2:19][CH2:20][N:15]([C:13]([C:10]4[CH:11]=[CH:12][C:7]([S:4]([CH3:1])(=[O:5])=[O:6])=[C:8]([CH3:37])[CH:9]=4)=[O:14])[CH2:16][CH2:17]3)[C:32]=2[CH:31]=[N:30]1. Reported procedure: (4-(Isopropylsulfonyl)-2-methoxyphenyl)(1-methyl-1H-spiro[chromeno[4,3-c]pyrazole-4,4′-piperidine]-1′-yl)methanone was also synthesized using the procedures described above. (1-Methyl-1H-spiro[chromeno[4,3-c]pyrazole-4,4′-piperidine]-1′-yl)(3-methyl-4-(methylsulfonyl)phenyl)methanone was synthesized from (4-fluoro-3-methylphenyl)(1-methyl-1H-spiro[chromeno[4,3-c]pyrazole-4,4′-piperidine]-1′-yl)methanone using the procedures described above. Reactants: C1(=CC=CC=C1)S(=O)(=O)Cl (benzenesulfonyl chloride), ClC1=CC=C(CC2=C(NC3=CC(=CC=C23)OCC2=NC3=CC=CC=C3C=C2)CC(C(=O)OC)(C)C)C=C1 (Methyl 3-[3-(4-chlorobenzyl)-6-(quinolin-2-ylmethoxy)indol-2-yl]-2,2-dimethylpropanoate), C[Si](N[Si](C)(C)C)(C)C.[K] (potassium hexamethyldisilazane). Solvent: C1CCOC1 (THF), CN(C)P(=O)(N(C)C)N(C)C (HMPA), C1(=CC=CC=C1)C (toluene). Reaction conditions: temperature -78 celsius, time 15 minute. The product is C1(=CC=CC=C1)S(=O)(=O)N1C(=C(C2=CC=C(C=C12)OCC1=NC2=CC=CC=C2C=C1)CC1=CC=C(C=C1)Cl)CC(C(=O)OC)(C)C (Methyl 3-[N-(phenylsulfonyl)-3-(4-chlorobenzyl)-6-(quinolin-2-ylmethoxy)indol-2-yl]-2,2-dimethylpropanoate). RXN SMILES: [Cl:1][C:2]1[CH:37]=[CH:36][C:5]([CH2:6][C:7]2[C:15]3[C:10](=[CH:11][C:12]([O:16][CH2:17][C:18]4[CH:27]=[CH:26][C:25]5[C:20](=[CH:21][CH:22]=[CH:23][CH:24]=5)[N:19]=4)=[CH:13][CH:14]=3)[NH:9][C:8]=2[CH2:28][C:29]([CH3:35])([CH3:34])[C:30]([O:32][CH3:33])=[O:31])=[CH:4][CH:3]=1.C[Si](C)(C)N[Si](C)(C)C.[K].[C:48]1([S:54](Cl)(=[O:56])=[O:55])[CH:53]=[CH:52][CH:51]=[CH:50][CH:49]=1>C1COCC1.CN(P(N(C)C)(N(C)C)=O)C.C1(C)C=CC=CC=1>[C:48]1([S:54]([N:9]2[C:10]3[C:15](=[CH:14][CH:13]=[C:12]([O:16][CH2:17][C:18]4[CH:27]=[CH:26][C:25]5[C:20](=[CH:21][CH:22]=[CH:23][CH:24]=5)[N:19]=4)[CH:11]=3)[C:7]([CH2:6][C:5]3[CH:4]=[CH:3][C:2]([Cl:1])=[CH:37][CH:36]=3)=[C:8]2[CH2:28][C:29]([CH3:34])([CH3:35])[C:30]([O:32][CH3:33])=[O:31])(=[O:56])=[O:55])[CH:53]=[CH:52][CH:51]=[CH:50][CH:49]=1 |f:1.2,^1:46|. Procedure details: To a solution of methyl 3-[3-(4-chlorobenzyl)-6-(quinolin-2-ylmethoxy)indol-2-yl]-2,2-d imethylpropanoate (Step D, Example 37) (208 mg) in dry THF (5 mL) and HMPA (0.5 mL) at -78° C. was added 0.58M potassium hexamethyldisilazane in toluene (0.77 mL) and the solution then stirred at -78° C. for 15 minutes. Then freshly distilled benzenesulfonyl chloride (0.062 mL) was added and stirred at -78° C. for 2.5 hours. The reaction mixture was quenched with 25% aq. NH4OAc, extracted with EtOAc, dried ov... Starting materials: C(C)(C)(C)OC(=O)N[C@@H](CC(=O)OCC1=CC=CC=C1)CC1=CC=C(C=C1)C1=CC(=CC=C1)Cl ((R)-benzyl 3-(tert-butoxycarbonylamino)-4-(3′-chlorobiphenyl-4-yl)butanoate), Cl (HCl), O1CCOCC1 (1,4-dioxane). Run at time 4 hour. The product is Cl.N[C@@H](CC(=O)OCC1=CC=CC=C1)CC1=CC=C(C=C1)C1=CC(=CC=C1)Cl ((R)-benzyl 3-amino-4-(3′-chlorobiphenyl-4-yl)butanoate hydrochloride). The yield is 201.3%. Reaction SMILES: C(OC([NH:8][C@H:9]([CH2:21][C:22]1[CH:27]=[CH:26][C:25]([C:28]2[CH:33]=[CH:32][CH:31]=[C:30]([Cl:34])[CH:29]=2)=[CH:24][CH:23]=1)[CH2:10][C:11]([O:13][CH2:14][C:15]1[CH:20]=[CH:19][CH:18]=[CH:17][CH:16]=1)=[O:12])=O)(C)(C)C.Cl.O1CCOCC1>>[ClH:34].[NH2:8][C@H:9]([CH2:21][C:22]1[CH:23]=[CH:24][C:25]([C:28]2[CH:33]=[CH:32][CH:31]=[C:30]([Cl:34])[CH:29]=2)=[CH:26][CH:27]=1)[CH2:10][C:11]([O:13][CH2:14][C:15]1[CH:16]=[CH:17][CH:18]=[CH:19][CH:20]=1)=[O:12] |f:3.4|. Procedure: To (R)-benzyl 3-(tert-butoxycarbonylamino)-4-(3′-chlorobiphenyl-4-yl)butanoate (3.561 g, 7.42 mmol) is added a solution of 4 M HCl in 1,4-dioxane (18.55 mL, 74.2 mmol) at room temperature. After stirring for 4 hours, the reaction mixture is concentrated under reduced pressure to give (R)-benzyl 3-amino-4-(3′-chlorobiphenyl-4-yl)butanoate hydrochloride (3.11 g). HPLC retention time=1.07 minutes (condition B); MS (m+1)=380.1; 1H NMR (400 MHz, CHLOROFORM-d) δ ppm 2.81 (A of ABX, Jab=17.4 Hz, Jax=4.... Reactants: CC(C)CC(C)O, CC(C)N1CCC(=O)N(C)c2cnc(Cl)nc21, CCOc1cc(C(=O)NC2CCN(C)C2)ccc1N, O, Cc1ccc(S(=O)(=O)O)cc1. Yields the product CCOc1cc(C(=O)NC2CCN(C)C2)ccc1Nc1ncc2c(n1)N(C(C)C)CCC(=O)N2C. RXN SMILES: [CH3:49][CH:50]([CH3:51])[CH2:52][CH:53]([OH:54])[CH3:55].[Cl:1][c:2]1[n:3][cH:4][c:5]2[c:11]([n:12]1)[N:10]([CH:13]([CH3:14])[CH3:15])[CH2:9][CH2:8][C:7](=[O:16])[N:6]2[CH3:17].[NH2:18][c:19]1[c:20]([O:34][CH2:35][CH3:36])[cH:21][c:22]([C:23](=[O:24])[NH:25][CH:26]2[CH2:27][N:28]([CH3:31])[CH2:29][CH2:30]2)[cH:32][cH:33]1.[OH2:37].[c:38]1([CH3:39])[cH:40][cH:41][c:42]([S:43]([OH:44])(=[O:45])=[O:46])[cH:47][cH:48]1>>[c:2]1([NH:18][c:19]2[c:20]([O:34][CH2:35][CH3:36])[cH:21][c:22]([C:23](=[O:24])[NH:25][CH:26]3[CH2:27][N:28]([CH3:31])[CH2:29][CH2:30]3)[cH:32][cH:33]2)[n:3][cH:4][c:5]2[c:11]([n:12]1)[N:10]([CH:13]([CH3:14])[CH3:15])[CH2:9][CH2:8][C:7](=[O:16])[N:6]2[CH3:17]. The reactants are CNN (Methylhydrazine), ClC=1C=C2C(C(CN(C2=CC1)C=O)=CO)=O (6-chloro-1-formyl-3-hydroxymethylene-4-oxo-1,2,3,4-tetrahydroquinoline), C(C)(=O)O (acetic acid). Run in CO (methanol). Reaction conditions: time 1.5 hour. The product is N1=CC=CC2=CC=CC=C12 (quinoline). The yield is 116.0%. As a reaction SMILES: CNN.Cl[C:5]1[CH:6]=[C:7]2[C:12](=[CH:13][CH:14]=1)[N:11](C=O)[CH2:10][C:9](=CO)[C:8]2=O.C(O)(=O)C>CO>[N:11]1[C:12]2[C:7](=[CH:6][CH:5]=[CH:14][CH:13]=2)[CH:8]=[CH:9][CH:10]=1. Procedure details: Methylhydrazine (52.5 g) was dropwise to a mixture of 6-chloro-1-formyl-3-hydroxymethylene-4-oxo-1,2,3,4-tetrahydroquinoline (276 g) and acetic acid (13 ml) in methanol (2.76 liters) at 10° C. to 12° C. over a period of 10 minutes. After being stirred for 1.5 hours at the same temperature, the resulting precipitate was collected by filtration, washed with methanol and dried to give 8-chloro-4,5-dihydro-5-formyl-1-methyl-1H-pyrazolo 4,3-c]quinoline (174 g).